Task: describe an organic reaction: reactants, conditions, products, and yield. Dataset: the Open Reaction Database (ORD), a public repository of structured organic reaction records Starting materials: Intermediate 22, BrC1=C(C=NN1CC(F)(F)F)[N+](=O)[O-] (5-bromo-4-nitro-1-(2,2,2-trifluoroethyl)-1H-pyrazole), N1(CCNCCC1)C(=O)OC(C)(C)C (tert-butyl 1,4-diazepane-1-carboxylate). Product: [N+](=O)([O-])C=1C=NN(C1N1CCN(CCC1)C(=O)OC(C)(C)C)CC(F)(F)F (tert-butyl 4-(4-nitro-1-(2,2,2-trifluoroethyl)-1H-pyrazol-5-yl)-1,4-diazepane-1-carboxylate). Isolated yield 91.0%. RXN SMILES: Br[C:2]1[N:6]([CH2:7][C:8]([F:11])([F:10])[F:9])[N:5]=[CH:4][C:3]=1[N+:12]([O-:14])=[O:13].[N:15]1([C:22]([O:24][C:25]([CH3:28])([CH3:27])[CH3:26])=[O:23])[CH2:21][CH2:20][CH2:19][NH:18][CH2:17][CH2:16]1>>[N+:12]([C:3]1[CH:4]=[N:5][N:6]([CH2:7][C:8]([F:11])([F:10])[F:9])[C:2]=1[N:18]1[CH2:19][CH2:20][CH2:21][N:15]([C:22]([O:24][C:25]([CH3:28])([CH3:27])[CH3:26])=[O:23])[CH2:16][CH2:17]1)([O-:14])=[O:13]. Reported procedure: Following the procedure for Intermediate 22 starting from 5-bromo-4-nitro-1-(2,2,2-trifluoroethyl)-1H-pyrazole and tert-butyl 1,4-diazepane-1-carboxylate gave tert-butyl 4-(4-nitro-1-(2,2,2-trifluoroethyl)-1H-pyrazol-5-yl)-1,4-diazepane-1-carboxylate as a pale yellow gum (197 mg, 91%). 1H NMR (400 MHz, CDCl3) δ 8.19-8.12 (m, 1H), 4.76-4.66 (m, 2H), 3.65-3.49 (m, 4H), 3.32-3.23 (m, 4H), 1.92-1.78 (m, 2H), 1.52-1.47 (m, 9H).